Dataset: the Open Reaction Database (ORD), a public repository of structured organic reaction records. Task: describe an organic reaction: reactants, conditions, products, and yield The reactants are FC1=C(C=C(C=C1)C=1N=C(N=NC1)SC)C=1C=NC=CC1 (5-[4-Fluoro-3-(pyridin-3-yl)phenyl]-3-methylsulfanyl-[1,2,4]triazine), FC1=C(C=CC(=C1)F)B(O)O (2,4-difluorophenylboronic acid). Yields the product FC1=C(C=CC(=C1)F)C=1N=NC=C(N1)C1=CC(=C(C=C1)F)C=1C=NC=CC1 (3-(2,4-difluorophenyl)-5-[4-fluoro-3-(pyridin-3-yl)phenyl]-[1,2,4]triazine). As a reaction SMILES: [F:1][C:2]1[CH:7]=[CH:6][C:5]([C:8]2[N:9]=[C:10](SC)[N:11]=[N:12][CH:13]=2)=[CH:4][C:3]=1[C:16]1[CH:17]=[N:18][CH:19]=[CH:20][CH:21]=1.[F:22][C:23]1[CH:28]=[C:27]([F:29])[CH:26]=[CH:25][C:24]=1B(O)O>>[F:22][C:23]1[CH:28]=[C:27]([F:29])[CH:26]=[CH:25][C:24]=1[C:10]1[N:11]=[N:12][CH:13]=[C:8]([C:5]2[CH:6]=[CH:7][C:2]([F:1])=[C:3]([C:16]3[CH:17]=[N:18][CH:19]=[CH:20][CH:21]=3)[CH:4]=2)[N:9]=1. Procedure: 5-[4-Fluoro-3-(pyridin-3-yl)phenyl]-3-methylsulfanyl-[1,2,4]triazine was coupled to 2,4-difluorophenylboronic acid by the method of Example 2 to give 3-(2,4-difluorophenyl)-5-[4-fluoro-3-(pyridin-3-yl)phenyl]-[1,2,4]triazine as a yellow solid: δH (400 MHz, CDCl3) 7.00-7.12 (2H, m), 7.42 (2H, m), 7.96 (1H, dd, J 2.0, 7.8 Hz), 8.27-8.36 (2H, m), 8.42 (1H, dd, J 2.5, 7.2 Hz), 8.70 (1H, s), 8.89 (1H, s), 9.66 (1H, s); m/z (ES+) 365. Starting materials: BrCc1ccccc1, C1CCC2=NCCCN2CC1, COc1ccc(CCC2(C3CCCC3)CC(=O)CC(=O)O2)cc1Cl, [I-], [Na+], c1ccccc1. The product is COc1ccc(CCC2(C3CCCC3)CC(=O)C(Cc3ccccc3)C(=O)O2)cc1Cl. As a reaction SMILES: [Br:36][CH2:37][c:38]1[cH:39][cH:40][cH:41][cH:42][cH:43]1.[CH2:1]1[CH2:2][CH2:3][C:4]2=[N:9][CH2:8][CH2:7][CH2:6][N:5]2[CH2:10][CH2:11]1.[Cl:12][c:13]1[cH:14][c:15]([CH2:21][CH2:22][C:23]2([CH:31]3[CH2:32][CH2:33][CH2:34][CH2:35]3)[CH2:24][C:25](=[O:30])[CH2:26][C:27](=[O:29])[O:28]2)[cH:16][cH:17][c:18]1[O:19][CH3:20].[I-:45].[Na+:44].[cH:46]1[cH:47][cH:48][cH:49][cH:50][cH:51]1>>[Cl:12][c:13]1[cH:14][c:15]([CH2:21][CH2:22][C:23]2([CH:31]3[CH2:32][CH2:33][CH2:34][CH2:35]3)[CH2:24][C:25](=[O:30])[CH:26]([CH2:37][c:38]3[cH:39][cH:40][cH:41][cH:42][cH:43]3)[C:27](=[O:29])[O:28]2)[cH:16][cH:17][c:18]1[O:19][CH3:20]. The reactants are ClC1=NC2=CC=CC=C2C=C1 (2-chloroquinoline), C(C)(=O)NCCN (N-acetylethylenediamine), C([O-])([O-])=O.[Na+].[Na+] (sodium carbonate). The solvent is CC(CCO)C (3-methyl-1-butanol). Yields the product N1=C(C=CC2=CC=CC=C12)NCCNC(C)=O (N-[2-[(Quinolin-2-yl)amino]ethyl]acetamide). Isolated yield 116.5%. RXN SMILES: Cl[C:2]1[CH:11]=[CH:10][C:9]2[C:4](=[CH:5][CH:6]=[CH:7][CH:8]=2)[N:3]=1.[C:12]([NH:15][CH2:16][CH2:17][NH2:18])(=[O:14])[CH3:13].C(=O)([O-])[O-].[Na+].[Na+]>CC(C)CCO>[N:3]1[C:4]2[C:9](=[CH:8][CH:7]=[CH:6][CH:5]=2)[CH:10]=[CH:11][C:2]=1[NH:18][CH2:17][CH2:16][NH:15][C:12](=[O:14])[CH3:13] |f:2.3.4|. Reported procedure: A mixture of 2-chloroquinoline (10.00 g, 0.061 mol), N-acetylethylenediamine (6.24 g, 0.061 mol), sodium carbonate (6.48 g, 0.061 mol), and 3-methyl-1-butanol (125 mL) was heated under reflux for 3 days. The mixture was cooled, filtered, and the filtrate was concentrated to give 16.3 g (>100%) of a yellow oil. Purification by flash chromatography (eluent 5% MeOH/CHCl3 ; 10% MeOH/1% Et3N/CHCl3) gave 6.8 g (49%) of a yellow oil. Reactants: N1(C=NC=C1)C1=CC=C(C=C1)O (4(1H-imidazol-1-yl)phenol), ClCCO (2-chloroethanol), C([O-])([O-])=O.[K+].[K+] (potassium carbonate). Run in C(C)C(=O)C (methyl ethyl ketone). Product: N1(C=NC=C1)C1=CC=C(OCCO)C=C1 (2-[4-(1H-imidazol-1-yl)phenoxy]ethanol). The yield is 49.9%. RXN SMILES: [N:1]1([C:6]2[CH:11]=[CH:10][C:9]([OH:12])=[CH:8][CH:7]=2)[CH:5]=[CH:4][N:3]=[CH:2]1.Cl[CH2:14][CH2:15][OH:16].C(=O)([O-])[O-].[K+].[K+]>C(C(C)=O)C>[N:1]1([C:6]2[CH:11]=[CH:10][C:9]([O:12][CH2:14][CH2:15][OH:16])=[CH:8][CH:7]=2)[CH:5]=[CH:4][N:3]=[CH:2]1 |f:2.3.4|. Procedure details: A stirred mixture of 8.0 g (0.050 mole) of 4(1H-imidazol-1-yl)phenol, 13.5 ml (0.20 mole) of 2-chloroethanol and 28 g (0.2 mole) of potassium carbonate in 200 ml of methyl ethyl ketone was heated at reflux, filtered, and concentrated to obtain 5.1 g of 2-[4-(1H-imidazol-1-yl)phenoxy]ethanol (50%). This alcohol (0.25 mole) and 5.2 g (0.030 mole) of sulfamic acid phenyl ester (Example 39) in 100 ml of dioxane was heated at reflux for 20 minutes, concentrated and the residual solid triturated in ac... Starting materials: Cc1ccc([N+](=O)[O-])cc1C(=O)O, O=S(Cl)Cl, Nc1cnc(N)nc1. Yields the product Cc1ccc([N+](=O)[O-])cc1C(=O)Nc1cnc(N)nc1. As a reaction SMILES: [CH3:1][c:2]1[c:3]([C:4](=[O:5])[OH:6])[cH:7][c:8]([N+:11](=[O:12])[O-:13])[cH:9][cH:10]1.[S:22]([Cl:23])([Cl:24])=[O:25].[n:14]1[c:15]([NH2:21])[n:16][cH:17][c:18]([NH2:20])[cH:19]1>>[CH3:1][c:2]1[c:3]([C:4](=[O:6])[NH:20][c:18]2[cH:17][n:16][c:15]([NH2:21])[n:14][cH:19]2)[cH:7][c:8]([N+:11](=[O:12])[O-:13])[cH:9][cH:10]1. Run in C(C)#N (acetonitrile). Starting materials: ClCCl (dichloromethane), [OH-].[Na+] (sodium hydroxide), CO (methanol), CC=1C=NC(=C(C1OC)C)C[S+](C=2NC=3C=CC(=CC3N2)OC)[O-] (esomeprazole), [OH-].[Na+] (sodium hydroxide). Reaction SMILES: [OH-].[Na+:2].CO.[CH3:5][C:6]1[CH:7]=[N:8][C:9]([CH2:15][S+:16]([O-:28])[C:17]2[NH:18][C:19]3[CH:20]=[CH:21][C:22]([O:26][CH3:27])=[CH:23][C:24]=3[N:25]=2)=[C:10]([CH3:14])[C:11]=1[O:12][CH3:13].ClCCl>C(#N)C>[CH3:5][C:6]1[CH:7]=[N:8][C:9]([CH2:15][S+:16]([O-:28])[C:17]2[N-:18][C:19]3[CH:20]=[CH:21][C:22]([O:26][CH3:27])=[CH:23][C:24]=3[N:25]=2)=[C:10]([CH3:14])[C:11]=1[O:12][CH3:13].[Na+:2] |f:0.1,6.7|. Procedure: 3.47 g of sodium hydroxide and 105 ml of methanol were taken into a round bottom flask and stirred at 29° C. A solution of 30 g of esomeprazole in 150 ml of acetonitrile was added to the above methanolic sodium hydroxide solution and stirred for 1 hour at 26° C. The reaction mass was then distilled under a vacuum of 300 mm Hg at 38° C. The residue was then co-distilled with 450 ml of acetonitrile in three equal lots. To the residue obtained, 60 ml of dichloromethane was added and stirred at 29° ... Run at temperature 29 celsius. The product is CC=1C=NC(=C(C1OC)C)C[S+](C=2[N-]C=3C=CC(=CC3N2)OC)[O-].[Na+] (esomeprazole sodium). Starting materials: CSc1ccc(-c2coc3ccc(-c4nnc(C)o4)cc23)cc1, COCCN(CCOC)S(F)(F)F, CCOC(C)=O, ClCCl, Cl[Sb](Cl)Cl. The product is Cc1nnc(-c2ccc3occ(-c4ccc(SCF)cc4)c3c2)o1. As a reaction SMILES: [CH3:14][c:15]1[o:16][c:17](-[c:20]2[cH:21][cH:22][c:23]3[c:24]([c:25](-[c:28]4[cH:29][cH:30][c:31]([S:34][CH3:35])[cH:32][cH:33]4)[cH:26][o:27]3)[cH:36]2)[n:18][n:19]1.[CH3:1][O:2][CH2:3][CH2:4][N:5]([S:6]([F:7])([F:8])[F:11])[CH2:9][CH2:10][O:12][CH3:13].[CH3:44][CH2:45][O:46][C:47](=[O:48])[CH3:49].[Cl:41][CH2:42][Cl:43].[Sb:37]([Cl:38])([Cl:39])[Cl:40]>>[F:11][CH2:35][S:34][c:31]1[cH:30][cH:29][c:28](-[c:25]2[c:24]3[c:23]([cH:22][cH:21][c:20](-[c:17]4[o:16][c:15]([CH3:14])[n:19][n:18]4)[cH:36]3)[o:27][cH:26]2)[cH:33][cH:32]1.